This data is from the Open Reaction Database (ORD), a public repository of structured organic reaction records. The task is: describe an organic reaction: reactants, conditions, products, and yield Reactants: C(#N)CC1=C(C(=O)O)C=C(C=C1)C (2-Cyanomethyl-5-methylbenzoic acid), CN(C=O)C (dimethylformamide), C(C(=O)Cl)(=O)Cl (oxalyl dichloride). Run in O1CCCC1 (tetrahydrofuran). Yields the product C(#N)CC1=C(C(=O)N)C=C(C=C1)C (2-cyanomethyl-5-methylbenzamide). As a reaction SMILES: [C:1]([CH2:3][C:4]1[CH:12]=[CH:11][C:10]([CH3:13])=[CH:9][C:5]=1[C:6](O)=[O:7])#[N:2].C[N:15](C)C=O.C(Cl)(=O)C(Cl)=O>O1CCCC1>[C:1]([CH2:3][C:4]1[CH:12]=[CH:11][C:10]([CH3:13])=[CH:9][C:5]=1[C:6]([NH2:15])=[O:7])#[N:2]. Reported procedure: 2-Cyanomethyl-5-methylbenzoic acid (16.3 g) and dimethylformamide (0.1 mL) were suspended in tetrahydrofuran (160 mL), and oxalyl dichloride (12.2 mL) was added dropwise under ice-cooling. After cease of foaming, the solvent was evaporated. The obtained residue was dissolved in tetrahydrofuran, and the solution was added dropwise to 28% aqueous ammonia solution under ice-cooling. After the completion of the reaction, the solvent was evaporated, and the precipitated crystals were collected by fil... The reactants are C(C1=CC=CC=C1)OC(NC1=CC=C(C=C1)CC1=CC=C(C=C1)N)=O (4-(4-Aminobenzyl)phenyl-carbamic acid benzyl ester), C1(=CC=CC=C1)N=C=O (phenylisocyanate). The solvent is ClCCl (dichloromethane). Conditions: time 1 hour. Yields the product C(C1=CC=CC=C1)OC(NC1=CC=C(C=C1)CC1=CC=C(C=C1)NC(=O)NC1=CC=CC=C1)=O ({4-[4-(3-phenylureido)benzyl]phenyl}-carbamic acid benzyl ester). Yield: 101.9%. RXN SMILES: [CH2:1]([O:8][C:9](=[O:25])[NH:10][C:11]1[CH:16]=[CH:15][C:14]([CH2:17][C:18]2[CH:23]=[CH:22][C:21]([NH2:24])=[CH:20][CH:19]=2)=[CH:13][CH:12]=1)[C:2]1[CH:7]=[CH:6][CH:5]=[CH:4][CH:3]=1.[C:26]1([N:32]=[C:33]=[O:34])[CH:31]=[CH:30][CH:29]=[CH:28][CH:27]=1>ClCCl>[CH2:1]([O:8][C:9](=[O:25])[NH:10][C:11]1[CH:16]=[CH:15][C:14]([CH2:17][C:18]2[CH:19]=[CH:20][C:21]([NH:24][C:33]([NH:32][C:26]3[CH:31]=[CH:30][CH:29]=[CH:28][CH:27]=3)=[O:34])=[CH:22][CH:23]=2)=[CH:13][CH:12]=1)[C:2]1[CH:7]=[CH:6][CH:5]=[CH:4][CH:3]=1. Procedure: 4-(4-Aminobenzyl)phenyl-carbamic acid benzyl ester (0.997, 3 mmol) was added to a solution of phenylisocyanate (0.393 g, 3.3 mmol) in dichloromethane (20 mL). The reaction mixture was stirred for 1 hour at room temperature under nitrogen. The reaction mixture was quenched with water and concentrated in vacuo. The residue was suspended in water, filtered, washed with water, and dried to give {4-[4-(3-phenylureido)benzyl]phenyl}-carbamic acid benzyl ester (1.38 g) as a white solid. Starting materials: CCO, Nc1ccc2ccc(Oc3ccccc3)nc2n1, O, O=C(O)C1CC1. Yields the product O=C(Nc1ccc2ccc(Oc3ccccc3)nc2n1)C1CC1. RXN SMILES: [CH3:25][CH2:26][OH:27].[NH2:7][c:8]1[n:9][c:10]2[n:11][c:12]([O:18][c:19]3[cH:20][cH:21][cH:22][cH:23][cH:24]3)[cH:13][cH:14][c:15]2[cH:16][cH:17]1.[OH2:28].[OH:1][C:2](=[O:3])[CH:4]1[CH2:5][CH2:6]1>>[O:1]=[C:2]([CH:4]1[CH2:5][CH2:6]1)[NH:7][c:8]1[n:9][c:10]2[n:11][c:12]([O:18][c:19]3[cH:20][cH:21][cH:22][cH:23][cH:24]3)[cH:13][cH:14][c:15]2[cH:16][cH:17]1. Reactants: C(C)(C)[Mg]Br (isopropylmagnesium bromide), C(C)(C)[Mg]Br (Isopropylmagnesium bromide), CN1C(N(C(C=2C1=CN(C2C2=CC=CC=C2)CCC(=O)OC)=O)C)=O (Methyl 3-(1,3-dimethyl-2,4-dioxo-5-phenyl-3,4-dihydro-1H-pyrrolo[3,4-d]pyrimidin-6(2H)-yl)propanoate), Cl.CNOC (N,O-dimethylhydroxylamine hydrochloride). The solvent is C1CCOC1 (THF). Run at time 30 minute. Yields the product CN1C(N(C(C=2C1=CN(C2C2=CC=CC=C2)CCC(=O)N(C)OC)=O)C)=O (3-(1,3-Dimethyl-2,4-dioxo-5-phenyl-3,4-dihydro-1H-pyrrolo[3,4-d]pyrimidin-6(2H)-yl)-N-methoxy-N-methylpropanamide). Reaction SMILES: C([Mg]Br)(C)C.[CH3:6][N:7]1[C:12]2=[CH:13][N:14]([CH2:22][CH2:23][C:24](OC)=[O:25])[C:15]([C:16]3[CH:21]=[CH:20][CH:19]=[CH:18][CH:17]=3)=[C:11]2[C:10](=[O:28])[N:9]([CH3:29])[C:8]1=[O:30].Cl.[CH3:32][NH:33][O:34][CH3:35]>C1COCC1>[CH3:6][N:7]1[C:12]2=[CH:13][N:14]([CH2:22][CH2:23][C:24]([N:33]([O:34][CH3:35])[CH3:32])=[O:25])[C:15]([C:16]3[CH:17]=[CH:18][CH:19]=[CH:20][CH:21]=3)=[C:11]2[C:10](=[O:28])[N:9]([CH3:29])[C:8]1=[O:30] |f:2.3|. Procedure: Isopropylmagnesium bromide solution (2.9M, 3.03 mL, 8.79 mmol) was added slowly to a suspension of methyl 3-(1,3-dimethyl-2,4-dioxo-5-phenyl-3,4-dihydro-1H-pyrrolo[3,4-d]pyrimidin-6(2H)-yl)propanoate (Example 11.0 step 1) (1.5 g, 4.39 mmol) and commercially available N,O-dimethylhydroxylamine hydrochloride (0.514 g, 5.27 mmol) in THF (50 mL) at 0° C. The mixture was warmed to room temperature and stirred for 30 mins. A further portion of isopropylmagnesium bromide solution (2.9M, 3.03 mL, 8.79 m... The reactants are C(C)(=S)[O-].[K+] (Potassium thioacetate), CS(=O)(=O)O[C@@H]1C[C@H](N(C1)C)C(=O)OC (methyl (2S,4R)-4-methylsulfonyloxy-1-methyl-2-pyrrolidinecarboxylate), C(C)(=O)OCC (Ethyl acetate), [Cl-].[Na+] (sodium chloride). Solvent: C(C)O.O (ethanol water). Reaction conditions: temperature 80 celsius, time 3 hour. Yields the product C(C)(=O)S[C@H]1C[C@H](N(C1)C)C(=O)OC (Methyl (2S, 4S)-4-acetylthio-1-methyl-2-pyrrolidinecarboxylate). Isolated yield 97.4%. RXN SMILES: [C:1]([O-:4])(=[S:3])[CH3:2].[K+].CS(O[C@H:11]1[CH2:15][N:14]([CH3:16])[C@H:13]([C:17]([O:19][CH3:20])=[O:18])[CH2:12]1)(=O)=O.C(OCC)(=O)C.[Cl-].[Na+]>C(O)C.O>[C:1]([S:3][C@@H:11]1[CH2:15][N:14]([CH3:16])[C@H:13]([C:17]([O:19][CH3:20])=[O:18])[CH2:12]1)(=[O:4])[CH3:2] |f:0.1,4.5,6.7|. Procedure: Potassium thioacetate (677 mg) was added to a solution of methyl (2S,4R)-4-methylsulfonyloxy-1-methyl-2-pyrrolidinecarboxylate (609 mg) obtained from Reference example 4 in ethanol/water (9:1) (6 ml), and the resulting mixture was stirred at 80° C. for 3 hours, and then the mixture was allowed to stand overnight at the same temperature. Ethyl acetate (20 mL) and 10% aqueous sodium chloride solution (10 mL) were added to the reaction mixture, which was then extracted. The organic layer was separa... Starting materials: [OH-].[Na+] (sodium hydroxide), O1CCCC1 (tetrahydrofuran), CC1=C(N=C(O1)C1=CC=CC=C1)COC1=CC=C(CN2C=C(C(=C2)C2=CC=CC=C2)/C=C/C(=O)OCC)C=C1 (ethyl(E)-3-[1-[4-(5-methyl-2-phenyl-4-oxazolylmethoxy)benzyl]-4-phenyl-3-pyrrolyl]propenoate), Cl (hydrochloric acid). Run in C(C)O (ethanol). The product is CC1=C(N=C(O1)C1=CC=CC=C1)COC1=CC=C(CN2C=C(C(=C2)C2=CC=CC=C2)/C=C/C(=O)O)C=C1 ((E)-3-[1-[4-(5-methyl-2-phenyl-4-oxazolylmethoxy)benzyl]-4-phenyl-3-pyrrolyl]propenoic acid). Yield: 91.8%. Reaction SMILES: [CH3:1][C:2]1[O:6][C:5]([C:7]2[CH:12]=[CH:11][CH:10]=[CH:9][CH:8]=2)=[N:4][C:3]=1[CH2:13][O:14][C:15]1[CH:39]=[CH:38][C:18]([CH2:19][N:20]2[CH:24]=[C:23]([C:25]3[CH:30]=[CH:29][CH:28]=[CH:27][CH:26]=3)[C:22](/[CH:31]=[CH:32]/[C:33]([O:35]CC)=[O:34])=[CH:21]2)=[CH:17][CH:16]=1.[OH-].[Na+].O1CCCC1.Cl>C(O)C>[CH3:1][C:2]1[O:6][C:5]([C:7]2[CH:8]=[CH:9][CH:10]=[CH:11][CH:12]=2)=[N:4][C:3]=1[CH2:13][O:14][C:15]1[CH:39]=[CH:38][C:18]([CH2:19][N:20]2[CH:24]=[C:23]([C:25]3[CH:26]=[CH:27][CH:28]=[CH:29][CH:30]=3)[C:22](/[CH:31]=[CH:32]/[C:33]([OH:35])=[O:34])=[CH:21]2)=[CH:17][CH:16]=1 |f:1.2|. Procedure: A mixture of ethyl(E)-3-[1-[4-(5-methyl-2-phenyl-4-oxazolylmethoxy)benzyl]-4-phenyl-3-pyrrolyl]propenoate (600 mg), a 1N aqueous sodium hydroxide solution (5 ml), tetrahydrofuran (5 ml) and ethanol (5 ml) was stirred at 60° C. for 3 hours and 1N hydrochloric acid (7 ml) was added, which was extracted with ethyl acetate. The ethyl acetate layer was washed with saturated aqueous sodium chloride solution, dried (MgSO4), and then concentrated. The crystals obtained were collected by filtration to yi... The reactants are CC1=NNC(=C1)NC(C)=O (N-(3-methyl-1H-pyrazol-5-yl)acetamide), I(=O)(=O)O (iodic acid), II (iodine). Run in C(C)O (ethanol). Reaction conditions: temperature 50 celsius. The product is IC=1C(=NNC1NC(C)=O)C (N-(4-iodo-3-methyl-1H-pyrazol-5-yl)acetamide). The yield is 231.4%. RXN SMILES: [CH3:1][C:2]1[CH:6]=[C:5]([NH:7][C:8](=[O:10])[CH3:9])[NH:4][N:3]=1.[I:11](O)(=O)=O.II>C(O)C>[I:11][C:6]1[C:2]([CH3:1])=[N:3][NH:4][C:5]=1[NH:7][C:8](=[O:10])[CH3:9]. Procedure: A suspension of N-(3-methyl-1H-pyrazol-5-yl)acetamide (29.6 g, 0.213 mol), iodic acid (9.3 g, 0.053 mol) and iodine (32.5 g, 0.128 mol) in ethanol (300 mL) was heated at 50° C. for 3 h and cooled to room temperature. The reaction mixture was concentrated in vacuo and taken up in ethyl acetate. The solution was washed twice with 2 M Na2S2O3 followed by brine solution. The organic layer was dried (magnesium sulphate), filtered and concentrated in vacuo. The residue was triturated from diethyl ethe... Reactants: C(=O)(OC(C)(C)C)NC=1SC(=C(N1)C(=O)OCP(=O)(OCC)OCC)C=C (2-[N-Boc(amino)]-5-vinyl-4-diethylphosphonomethoxycarbonyl thiazole). The reagents and catalysts are [Pd] (Pd/C). Run in CO (MeOH). Run at time 15 hour. The product is C(=O)(OC(C)(C)C)NC=1SC(=C(N1)C(=O)OCP(=O)(OCC)OCC)CC (2-[N-Boc(amino)]-5-ethyl-4-diethylphosphonomethoxycarbonylthiazole). Reaction SMILES: [C:1]([NH:8][C:9]1[S:10][C:11]([CH:26]=[CH2:27])=[C:12]([C:14]([O:16][CH2:17][P:18]([O:23][CH2:24][CH3:25])([O:20][CH2:21][CH3:22])=[O:19])=[O:15])[N:13]=1)([O:3][C:4]([CH3:7])([CH3:6])[CH3:5])=[O:2]>CO.[Pd]>[C:1]([NH:8][C:9]1[S:10][C:11]([CH2:26][CH3:27])=[C:12]([C:14]([O:16][CH2:17][P:18]([O:23][CH2:24][CH3:25])([O:20][CH2:21][CH3:22])=[O:19])=[O:15])[N:13]=1)([O:3][C:4]([CH3:5])([CH3:7])[CH3:6])=[O:2]. Procedure: A suspension of 2-[N-Boc(amino)]-5-vinyl-4-diethylphosphonomethoxycarbonyl thiazole (1 mmole) and 10% Pd/C (0.5 mmole) in MeOH (5 mL) was stirred under an atmosphere of H2 (balloon) at room temperature for 15 h. Filtration and evaporation gave 2-[N-Boc(amino)]-5-ethyl-4-diethylphosphonomethoxycarbonylthiazole as a yellow solid, which was subjected to Step D of Example 18 followed by Step C of Example 3 to give 2-amino-5-ethyl-4-phosphonomethoxycarbonylthiazole (18.3) as a solid. Mp>230° C. (deco... The reactants are p-methoxyphenyl-β-chlorovinyl ketone, C(=CCCCCCCCCCC)N1CCCCC1 (N-dodecenylpiperidine), Cl(=O)(=O)(=O)O (perchloric acid). Yields the product Cl(=O)(=O)(=O)[O-].[O+]1=CC=CC=C1 (pyrylium perchlorate). As a reaction SMILES: [CH:1](N1CCCCC1)=[CH:2][CH2:3][CH2:4][CH2:5]CCCCCCC.[Cl:19]([OH:23])(=[O:22])(=[O:21])=[O:20]>>[Cl:19]([O-:23])(=[O:22])(=[O:21])=[O:20].[O+:20]1[CH:5]=[CH:4][CH:3]=[CH:2][CH:1]=1 |f:2.3|. Procedure details: Using sodium hydride (2.0 g), p-(5-decyl-2-pyridinyl)-phenol (m.p. 90.4°-91.8° C.) (9 g) and 2S-2-(2'-tetrahydropyranyloxy)-4-methyl-pentyl-p-toluenesulfonate (10 g) obtained in Example 1-(2), and in the same manner as in Example 1-(3), the objective compound, S-1-(4-(5-decyl-2-pyridinyl)-phenoxy)-4-methyl-pentane-2-ol ([α]D24 6.4 (C0.5CHCl3)) (8.5 g) was obtained. In addition, the above-mentioned p-(5-decyl-2-pyridinyl)-phenol is obtained according to the process disclosed in Japanese patent ap... Reactants: ClCCl, CC(C)(C)CC(O)c1cc2cccnc2n1S(=O)(=O)c1ccccc1. Product: CC(C)(C)CC(=O)c1cc2cccnc2n1S(=O)(=O)c1ccccc1. Reaction SMILES: [Cl:26][CH2:27][Cl:28].[c:1]1([S:7](=[O:8])(=[O:9])[n:10]2[c:11]([CH:19]([CH2:20][C:21]([CH3:22])([CH3:23])[CH3:24])[OH:25])[cH:12][c:13]3[c:14]2[n:15][cH:16][cH:17][cH:18]3)[cH:2][cH:3][cH:4][cH:5][cH:6]1>>[c:1]1([S:7](=[O:8])(=[O:9])[n:10]2[c:11]([C:19]([CH2:20][C:21]([CH3:22])([CH3:23])[CH3:24])=[O:25])[cH:12][c:13]3[c:14]2[n:15][cH:16][cH:17][cH:18]3)[cH:2][cH:3][cH:4][cH:5][cH:6]1.